This data is from the Open Reaction Database (ORD), a public repository of structured organic reaction records. The task is: describe an organic reaction: reactants, conditions, products, and yield Reactants: BrC1=CC(=CC(=N1)C#N)S(=O)(=O)C1=CC=C(C=C1)[N+](=O)[O-] (6-bromo-4-(4-nitrobenzenesulphonyl)-pyridine-2-carbonitrile), [NH4+].[Cl-] (NH4Cl). The reagents and catalysts are [Fe] (iron). The solvent is CO.O1CCOCC1 (methanol dioxane), O (water). Product: NC1=CC=C(C=C1)S(=O)(=O)C1=CC(=NC(=C1)Br)C#N (4-(4-aminobenzenesulphonyl)-6-bromopyridine-2-carbonitrile). Isolated yield 76.9%. RXN SMILES: [Br:1][C:2]1[N:7]=[C:6]([C:8]#[N:9])[CH:5]=[C:4]([S:10]([C:13]2[CH:18]=[CH:17][C:16]([N+:19]([O-])=O)=[CH:15][CH:14]=2)(=[O:12])=[O:11])[CH:3]=1.[NH4+].[Cl-]>CO.O1CCOCC1.O.[Fe]>[NH2:19][C:16]1[CH:17]=[CH:18][C:13]([S:10]([C:4]2[CH:3]=[C:2]([Br:1])[N:7]=[C:6]([C:8]#[N:9])[CH:5]=2)(=[O:12])=[O:11])=[CH:14][CH:15]=1 |f:1.2,3.4|. Procedure: 0.184 g (0.0005 mol) of 6-bromo-4-(4-nitrobenzenesulphonyl)-pyridine-2-carbonitrile was dissolved in 10 ml of methanol/dioxane, treated with 0.37 g of iron powder and a solution of 0.37 g of NH4Cl in 10 ml of water and boiled at reflux for 2 hrs. Then, the reaction mixture was filtered and the filter cake was rinsed with methanol and ethyl acetate. The filtrate was concentrated and the residue was dissolved in ethyl acetate, washed with sat. NaHCO3 solution, water and sat. sodium chloride soluti... The reactants are C=CCCC(=O)Cl, ClCCl, CC(C)NC(C)C, ClC(Cl)Cl, Cl, C=CC1CCCC(c2ccc(F)cc2)N1. The product is C=CCCC(=O)N1C(C=C)CCCC1c1ccc(F)cc1. RXN SMILES: [C:28]([CH2:29][CH2:30][CH:31]=[CH2:32])(=[O:33])[Cl:34].[CH2:35]([Cl:36])[Cl:37].[CH:16]([NH:17][CH:18]([CH3:19])[CH3:20])([CH3:21])[CH3:22].[CH:23]([Cl:24])([Cl:25])[Cl:26].[ClH:27].[F:1][c:2]1[cH:3][cH:4][c:5]([CH:8]2[NH:9][CH:10]([CH:14]=[CH2:15])[CH2:11][CH2:12][CH2:13]2)[cH:6][cH:7]1>>[F:1][c:2]1[cH:3][cH:4][c:5]([CH:8]2[N:9]([C:28]([CH2:29][CH2:30][CH:31]=[CH2:32])=[O:33])[CH:10]([CH:14]=[CH2:15])[CH2:11][CH2:12][CH2:13]2)[cH:6][cH:7]1. Product: CCCCn1ccc(CC(C=O)C(=O)OCC)cc1=O. Reactants: COCCOC, CCCCn1ccc(CCC(=O)OCC)cc1=O, CCOC=O, [H-], [Na+]. Reaction SMILES: [CH2:26]([CH2:27][O:28][CH3:29])[O:30][CH3:31].[CH2:3]([CH2:4][CH2:5][CH3:6])[n:7]1[c:8](=[O:20])[cH:9][c:10]([CH2:13][CH2:14][C:15](=[O:16])[O:17][CH2:18][CH3:19])[cH:11][cH:12]1.[CH:21](=[O:22])[O:23][CH2:24][CH3:25].[H-:1].[Na+:2]>>[CH2:3]([CH2:4][CH2:5][CH3:6])[n:7]1[c:8](=[O:20])[cH:9][c:10]([CH2:13][CH:14]([C:15](=[O:16])[O:17][CH2:18][CH3:19])[CH:21]=[O:22])[cH:11][cH:12]1.